From a dataset of the Open Reaction Database (ORD), a public repository of structured organic reaction records. describe an organic reaction: reactants, conditions, products, and yield Starting materials: N(N)=C(C=NO)C1=CC=CC=C1 (hydrazono-phenyl-acetaldehyde oxime), C(OCC)(OCC)OCC (triethyl orthoformate), O.C1(=CC=C(C=C1)S(=O)(=O)O)C (4-toluenesulphonic acid monohydrate). Conditions: temperature 110 celsius, time 30 minute. The product is C1(=CC=CC=C1)C1=C[N+](=CN=N1)[O-] (6-phenyl-[1,2,4]triazine-4-oxide). Yield: 84.8%. As a reaction SMILES: [N:1](=[C:3]([C:7]1[CH:12]=[CH:11][CH:10]=[CH:9][CH:8]=1)[CH:4]=[N:5][OH:6])[NH2:2].[CH:13](OCC)(OCC)OCC.O.C1(C)C=CC(S(O)(=O)=O)=CC=1>>[C:7]1([C:3]2[N:1]=[N:2][CH:13]=[N+:5]([O-:6])[CH:4]=2)[CH:12]=[CH:11][CH:10]=[CH:9][CH:8]=1 |f:2.3|. Procedure details: To a mixture of hydrazono-phenyl-acetaldehyde oxime (30 g, 184 mmol) and triethyl orthoformate (30.6 ml, 184 mmol) was added 4-toluenesulphonic acid monohydrate (3.5 g, 18.4 mmol). The reaction mixture was heated at 110° C. with stirring for 30 min. The cooled reaction mixture was recrystallised from CH2Cl2/hexane to give 27 g (156 mmol, 85%) of 6-phenyl-[1,2,4]triazine-4-oxide as a pale yellow solid. δH (400 MHz; CDCl3) 7.55-7.63 (3H, m, aromatics), 8.01 (2H, dd, J 8.1 and 1.7, aromatics), 8.52... Starting materials: N1=CC=CC=C1 (pyridine), FC1=C(C(=CC=C1)F)S(=O)(=O)Cl (2,6-difluorobenzene-1-sulfonyl chloride), ClC1=NC=CC(=N1)\C=C(/O)\C=1C=C(C=CC1)NS(=O)(=O)C1=C(C=CC=C1F)F (N-{3-[(Z)-2-(2-Chloro-4-pyrimidinyl)-1-hydroxyethenyl]-phenyl}-2,6-difluorobenzenesulfonamide), NC=1C(=C(C(=O)OC)C=CC1)Cl (methyl 3-amino-2-chlorobenzoate). Run in C(Cl)Cl (DCM). Product: ClC1=C(C(=O)OC)C=CC=C1NS(=O)(=O)C1=C(C=CC=C1F)F (Methyl 2-chloro-3-(2,6-difluorophenylsulfonamido)benzoate). The yield is 81.6%. Reaction SMILES: ClC1N=C(/C=C(/C2C=C(N[S:18]([C:21]3[C:26]([F:27])=[CH:25][CH:24]=[CH:23][C:22]=3[F:28])(=[O:20])=[O:19])C=CC=2)\O)C=CN=1.[NH2:29][C:30]1[C:31]([Cl:40])=[C:32]([CH:37]=[CH:38][CH:39]=1)[C:33]([O:35][CH3:36])=[O:34].N1C=CC=CC=1.FC1C=CC=C(F)C=1S(Cl)(=O)=O>C(Cl)Cl>[Cl:40][C:31]1[C:30]([NH:29][S:18]([C:21]2[C:26]([F:27])=[CH:25][CH:24]=[CH:23][C:22]=2[F:28])(=[O:20])=[O:19])=[CH:39][CH:38]=[CH:37][C:32]=1[C:33]([O:35][CH3:36])=[O:34]. Procedure details: Following a procedure analogous to Intermediate 5, Step A using methyl 3-amino-2-chlorobenzoate (39 g, 211 mmol) in DCM (200 mL) was added pyridine (51 g, 633 mmol) and 2,6-difluorobenzene-1-sulfonyl chloride (49.1 g, 232 mmol) the title compound was obtained (62 g, 81.6% yield). 1H NMR (400 MHz, CDCl3) δ ppm 7.87 (dd, J=1.8 Hz, 8.38 Hz, 1H), 7.72-7.79 (br, 1H), 7.56 (dd, J=1.8 Hz, 7.94 Hz, 1H), 7.45-7.53 (m, 1H), 7.28 (dd, J=7.9 Hz, 8.4 Hz, 1H), 6.95-7.01 (m, 2H), 3.89 (s, 3H). Starting materials: O=C(N=C=S)c1ccccc1, O=C([O-])[O-], Cc1nc(C)c(-c2ccc(N)cc2)o1, [K+], [K+], C1CCOC1, O. Product: Cc1nc(C)c(-c2ccc(NC(N)=S)cc2)o1. Reaction SMILES: [C:15](=[O:16])([c:17]1[cH:18][cH:19][cH:20][cH:21][cH:22]1)[N:23]=[C:24]=[S:25].[C:26](=[O:27])([O-:28])[O-:29].[CH3:1][c:2]1[o:3][c:4](-[c:8]2[cH:9][cH:10][c:11]([NH2:14])[cH:12][cH:13]2)[c:5]([CH3:7])[n:6]1.[K+:30].[K+:31].[O:32]1[CH2:33][CH2:34][CH2:35][CH2:36]1.[OH2:37]>>[CH3:1][c:2]1[o:3][c:4](-[c:8]2[cH:9][cH:10][c:11]([NH:14][C:24]([NH2:23])=[S:25])[cH:12][cH:13]2)[c:5]([CH3:7])[n:6]1.